This data is from the Open Reaction Database (ORD), a public repository of structured organic reaction records. The task is: describe an organic reaction: reactants, conditions, products, and yield The reactants are COC(C1=C(C=CC(=C1)Br)C=CC1=C(C(=CC=C1)OC)C)=O (5-Bromo-2-[2-(3-methoxy-2-methylphenyl)-vinyl]-benzoic acid methyl ester), [H][H] (hydrogen). Reagents/catalysts: O=[Pt]=O (PtO2). The solvent is C(C)O (ethyl alcohol), C(C)(=O)O (acetic acid). Reaction conditions: temperature 38 celsius. Product: COC(C1=C(C=CC(=C1)Br)CCC1=C(C(=CC=C1)OC)C)=O (5-Bromo-2-[2-(3-methoxy-2-methylphenyl)-ethyl]-benzoic acid methyl ester). Reaction SMILES: [CH3:1][O:2][C:3](=[O:22])[C:4]1[CH:9]=[C:8]([Br:10])[CH:7]=[CH:6][C:5]=1[CH:11]=[CH:12][C:13]1[CH:18]=[CH:17][CH:16]=[C:15]([O:19][CH3:20])[C:14]=1[CH3:21].[H][H]>C(O)C.C(O)(=O)C.O=[Pt]=O>[CH3:1][O:2][C:3](=[O:22])[C:4]1[CH:9]=[C:8]([Br:10])[CH:7]=[CH:6][C:5]=1[CH2:11][CH2:12][C:13]1[CH:18]=[CH:17][CH:16]=[C:15]([O:19][CH3:20])[C:14]=1[CH3:21]. Procedure: To 5-bromo-2-[2-(3-methoxy-2-methylphenyl)-vinyl]-benzoic acid methyl ester (5) (4.99 g; 13.8 mmol), stirring in ethyl alcohol (70 mL) and acetic acid (23 mL), was added PtO2 (0.075 g; 2.4%). The solution was stirred in a hydrogen atmosphere (balloon pressure) and the temperature of the solution was raised to 38° C. The reaction was monitored closely by TLC and the mixture was cooled after three hours. The reaction mixture was filtered and evaporated to give compound 6 as a residue. The residue ... Starting materials: CC(C)([O-])C.[K+] (potassium tert-butoxide), O (water), BrC1=NC=C(C=C1)C(CC(OCC)OCC)OCC (2-Bromo-5-(1,3,3-triethoxypropyl)pyridine), FC(C1=CC=C(CN)C=C1)(F)F (4-trifluoromethylbenzylamine). The reagents and catalysts are C(C)(C)C1=C(C(=CC=C1)C(C)C)N1C(N(C=C1)C1=C(C=CC=C1C(C)C)C(C)C)=[Pd-]C1=NC=CC=C1Cl ([1,3-bis(2,6-diisopropylphenyl)imidazol-2-ylidene](3-chloropyridyl)palladium(II)). Run in COCCOC (1,2-dimethoxyethane). Reaction conditions: temperature 100 celsius, time 3 hour. The product is C(C)OC(CC(OCC)OCC)C=1C=CC(=NC1)NCC1=CC=C(C=C1)C(F)(F)F (5-(1,3,3-Triethoxypropyl)-N-[4-(trifluoromethyl)benzyl]pyridin-2-amine). Yield: 6.0%. As a reaction SMILES: Br[C:2]1[CH:7]=[CH:6][C:5]([CH:8]([O:17][CH2:18][CH3:19])[CH2:9][CH:10]([O:14][CH2:15][CH3:16])[O:11][CH2:12][CH3:13])=[CH:4][N:3]=1.[F:20][C:21]([F:31])([F:30])[C:22]1[CH:29]=[CH:28][C:25]([CH2:26][NH2:27])=[CH:24][CH:23]=1.CC(C)([O-])C.[K+].O>COCCOC.C(C1C=CC=C(C(C)C)C=1N1C=CN(C2C(C(C)C)=CC=CC=2C(C)C)C1=[Pd-]C1C(Cl)=CC=CN=1)(C)C>[CH2:18]([O:17][CH:8]([C:5]1[CH:6]=[CH:7][C:2]([NH:27][CH2:26][C:25]2[CH:24]=[CH:23][C:22]([C:21]([F:20])([F:30])[F:31])=[CH:29][CH:28]=2)=[N:3][CH:4]=1)[CH2:9][CH:10]([O:14][CH2:15][CH3:16])[O:11][CH2:12][CH3:13])[CH3:19] |f:2.3|. Reported procedure: 2-Bromo-5-(1,3,3-triethoxypropyl)pyridine (328 mg, 0.987 mmol) produced in Example 17 (17B) and 4-trifluoromethylbenzylamine (346 mg, 1.98 mmol) were dissolved in 1,2-dimethoxyethane (10 mL), and potassium tert-butoxide (346 mg, 1.98 mmol) and [1,3-bis(2,6-diisopropylphenyl)imidazol-2-ylidene](3-chloropyridyl)palladium(II) (34 mg, 5 mol %) were added thereto, and then, the resulting mixture was stirred under a nitrogen atmosphere at 100° C. for 3 hours. After the reaction solution was cooled to ...